This data is from the Open Reaction Database (ORD), a public repository of structured organic reaction records. The task is: describe an organic reaction: reactants, conditions, products, and yield Starting materials: C1(CC1)C1=CC(=NN1)NC1=C(C=C(C(=N1)N[C@@H](C)C1=CC=C(C=C1)F)CNC(C)=O)F ((S)—N-((6-(5-Cyclopropyl-1H-pyrazol-3-ylamino)-5-fluoro-2-(1-(4-fluorophenyl)ethylamino)pyridin-3-yl)methyl)acetamide), CCN(C(C)C)C(C)C (DIEA), FC1=CC=C(C=C1)[C@H](C)N ((S)-1-(4-fluoro-phenyl)-ethylamine). Reaction conditions: temperature 160 celsius. Product: C1(CC1)C1=CC(=NN1)NC1=CC(=NC=C1)N[C@@H](C)C1=CC=C(C=C1)F (N4-(5-Cyclopropyl-1H-pyrazol-3-yl)-N2-[(S)-1-(4-fluoro-phenyl)-ethyl]-pyridine-2,4-diamine). RXN SMILES: [CH:1]1([C:4]2[NH:8][N:7]=[C:6]([NH:9][C:10]3N=C(N[C@H](C4C=CC(F)=CC=4)C)C(CNC(=O)C)=[CH:12][C:11]=3F)[CH:5]=2)[CH2:3][CH2:2]1.[CH3:32][CH2:33][N:34](C(C)C)C(C)C.[F:41][C:42]1[CH:47]=[CH:46][C:45]([C@@H:48]([NH2:50])[CH3:49])=[CH:44][CH:43]=1>>[CH:1]1([C:4]2[NH:8][N:7]=[C:6]([NH:9][C:10]3[CH:11]=[CH:12][N:34]=[C:33]([NH:50][C@H:48]([C:45]4[CH:46]=[CH:47][C:42]([F:41])=[CH:43][CH:44]=4)[CH3:49])[CH:32]=3)[CH:5]=2)[CH2:2][CH2:3]1. Reported procedure: A mixture of (2-chloro-pyridin-4-yl)-(5-cyclopropyl-1H-pyrazole-3-yl)-amine (Method 4; 0.116 g, 0.49 mmol), DIEA (0.20 ml, 1.18 mmol), and (S)-1-(4-fluoro-phenyl)-ethylamine (1.0 ml, 7.4 mmol) was heated to 160° C. in a sealed tube for 2 days. The reaction mixture was concentrated under reduced pressure and purified by reverse-phase prep HPLC (column: mC-PACK-ODS-AQ, 250×20 nm, 3.0×50 mm; 5-95% gradient MeCN (0.05% TFA) in water (0.1% TFA); flow rate: 10.0 ml/min). 1H NMR (400 MHz) δ 0.696 (m, 2... The reactants are O=C(NCCCO)c1cc(Br)c(Br)[nH]1, CS(=O)(=O)O. Product: Brc1cc(C2=NCCO2)[nH]c1Br. As a reaction SMILES: [Br:1][c:2]1[cH:3][c:4]([C:8](=[O:9])[NH:10][CH2:11][CH2:12][CH2:13][OH:14])[nH:5][c:6]1[Br:7].[CH3:15][S:16](=[O:17])(=[O:18])[OH:19]>>[Br:1][c:2]1[cH:3][c:4]([C:8]2=[N:10][CH2:11][CH2:12][O:9]2)[nH:5][c:6]1[Br:7]. Starting materials: C(C)(C)(C)OC(=O)N1[C@@H](CC(C1)=NOC(C)(C)C)C(=O)O ((2S,4EZ)-1-(tert-butoxycarbonyl)-4-(tert-butoxyimino)-2-pyrrolidinecarboxylic acid), O=C1OC(=CC=C1C(=O)Cl)CCCCC (2-oxo-6-pentyl-2H-pyran-3-carbonyl chloride), C1(CC1)N (cyclopropylamine). Yields the product C(C)(C)(C)ON=C1C[C@H](N(C1)C(=O)C=1C(OC(=CC1)CCCCC)=O)C(=O)NC1CC1 ((2S,4EZ)-4-(tert-butoxyimino)-N-cyclopropyl-1-[(2-oxo-6-pentyl-2H-pyran-3-yl)carbonyl]-2-pyrrolidinecarboxamide). As a reaction SMILES: C(O[C:6]([N:8]1[CH2:12][C:11](=[N:13][O:14][C:15]([CH3:18])([CH3:17])[CH3:16])[CH2:10][C@H:9]1[C:19]([OH:21])=O)=[O:7])(C)(C)C.[O:22]=[C:23]1[C:28](C(Cl)=O)=[CH:27][CH:26]=[C:25]([CH2:32][CH2:33][CH2:34][CH2:35][CH3:36])[O:24]1.[CH:37]1([NH2:40])[CH2:39][CH2:38]1>>[C:15]([O:14][N:13]=[C:11]1[CH2:12][N:8]([C:6]([C:28]2[C:23](=[O:22])[O:24][C:25]([CH2:32][CH2:33][CH2:34][CH2:35][CH3:36])=[CH:26][CH:27]=2)=[O:7])[C@H:9]([C:19]([NH:40][CH:37]2[CH2:39][CH2:38]2)=[O:21])[CH2:10]1)([CH3:16])([CH3:17])[CH3:18]. Reported procedure: Following the general method as outlined in Example 22, starting from (2S,4EZ)-1-(tert-butoxycarbonyl)-4-(tert-butoxyimino)-2-pyrrolidinecarboxylic acid, 2-oxo-6-pentyl-2H-pyran-3-carbonyl chloride, and cyclopropylamine the title compound was obtained in 75% purity by LC/MS. MS(ESI+): m/z=432.2. Reactants: C1(=CC=CC=C1)N1N=C2N=C(C=C(C2=C1)O)C1=CC=CC=C1 (2,6-diphenyl-2H-pyrazolo[3,4-b]pyridin-4-ol), P(=O)(Cl)(Cl)Cl (phosphorus oxychloride), N (ammonia). Run at time 90 minute. Yields the product ClC=1C=2C(N=C(C1)C1=CC=CC=C1)=NN(C2)C2=CC=CC=C2 (4-Chloro-2,6-diphenyl-2H-pyrazolo[3,4-b]pyridine). Reaction SMILES: [C:1]1([N:7]2[CH:15]=[C:14]3[C:9]([N:10]=[C:11]([C:17]4[CH:22]=[CH:21][CH:20]=[CH:19][CH:18]=4)[CH:12]=[C:13]3O)=[N:8]2)[CH:6]=[CH:5][CH:4]=[CH:3][CH:2]=1.P(Cl)(Cl)([Cl:25])=O.N>>[Cl:25][C:13]1[C:14]2[C:9](=[N:8][N:7]([C:1]3[CH:6]=[CH:5][CH:4]=[CH:3][CH:2]=3)[CH:15]=2)[N:10]=[C:11]([C:17]2[CH:22]=[CH:21][CH:20]=[CH:19][CH:18]=2)[CH:12]=1. Procedure details: 5.5 g. of 2,6-diphenyl-2H-pyrazolo[3,4-b]pyridin-4-ol (0.019 mol.) and 27.5 ml. of phosphorus oxychloride are refluxed with stirring for 90 minutes. The cooled mixture is poured onto crushed ice, then made alkaline with concentrated aqueous ammonia while adding ice. The collected 4-chloro-2,6-diphenyl-2H-pyrazolo[3,4-b]pyridine is washed with water and dried at 80°; m.p. 175°-177°. A sample, recrystallized from ethanol, melts at 176°-178°; yield: 5 g. (86%). Starting materials: NC1=CC=CC=C1 (aniline), NC(=O)N (urea), C12CN(CC(CC1)O2)C2=C1C(=NC(=N2)C2=CC=C(C=C2)NC(=O)NCC)N(N=C1)C1CCN(CC1)C(=O)OCC (ethyl 4-(4-(8-oxa-3-azabicyclo[3.2.1]octan-3-yl)-6-(4-(3-ethylureido)phenyl)-1H-pyrazolo[3,4-d]pyrimidin-1-yl)piperidine-1-carboxylate), NC1=CC=C(C(=O)N)C=C1 (p-amino benzamide). Product: C12CN(CC(CC1)O2)C2=C1C(=NC(=N2)C2=CC=C(C=C2)NC(NC2=CC=C(C(=O)N)C=C2)=O)N(N=C1)CC (4-(3-(4-(4-(8-oxa-3-azabicyclo[3.2.1]octan-3-yl)-1-ethyl-1H-pyrazolo[3,4-d]pyrimidin-6-yl)phenyl)ureido)benzamide). RXN SMILES: NC(N)=O.[CH:5]12[O:12][CH:9]([CH2:10][CH2:11]1)[CH2:8][N:7]([C:13]1[N:18]=[C:17]([C:19]3[CH:24]=[CH:23][C:22]([NH:25][C:26]([NH:28][CH2:29][CH3:30])=[O:27])=[CH:21][CH:20]=3)[N:16]=[C:15]3[N:31]([CH:34]4[CH2:39]CN(C(OCC)=O)CC4)[N:32]=[CH:33][C:14]=13)[CH2:6]2.NC1C=[CH:53][C:49]([C:50]([NH2:52])=[O:51])=[CH:48][CH:47]=1.NC1C=CC=CC=1>>[CH:5]12[O:12][CH:9]([CH2:10][CH2:11]1)[CH2:8][N:7]([C:13]1[N:18]=[C:17]([C:19]3[CH:20]=[CH:21][C:22]([NH:25][C:26](=[O:27])[NH:28][C:29]4[CH:30]=[CH:53][C:49]([C:50]([NH2:52])=[O:51])=[CH:48][CH:47]=4)=[CH:23][CH:24]=3)[N:16]=[C:15]3[N:31]([CH2:34][CH3:39])[N:32]=[CH:33][C:14]=13)[CH2:6]2. Reported procedure: A urea formation procedure similar to that used for the synthesis of ethyl 4-(4-(8-oxa-3-azabicyclo[3.2.1]octan-3-yl)-6-(4-(3-ethylureido)phenyl)-1H-pyrazolo[3,4-d]pyrimidin-1-yl)piperidine-1-carboxylate is used, utilizing p-amino benzamide as the aniline component. (9%, MS=513.2 (M+H)) Starting materials: ClC(C(=O)OCC)C (ethyl chloropropionate), C(CC(=O)C)(=O)OCC (ethyl acetoacetate), [Cl-].C(CCCCCCC)(=O)[N+](C)(C(CCCCCCC)=O)C(CCCCCCC)=O (tricaprylyl methylammonium chloride), [I-].[K+] (potassium iodide), iodide ion, C([O-])([O-])=O.[K+].[K+] (potassium carbonate). Run in C1(=CC=CC=C1)C (toluene). Product: C(C)(=O)C(C(=O)OCC)C(C(=O)OCC)C (diethyl α-acetyl-α'-methylsuccinate). RXN SMILES: Cl[CH:2]([CH3:8])[C:3]([O:5][CH2:6][CH3:7])=[O:4].[C:9]([O:15][CH2:16][CH3:17])(=[O:14])[CH2:10][C:11]([CH3:13])=[O:12].[Cl-].C([N+](C(=O)CCCCCCC)(C(=O)CCCCCCC)C)(=O)CCCCCCC.[I-].[K+].C(=O)([O-])[O-].[K+].[K+]>C1(C)C=CC=CC=1>[C:11]([CH:10]([CH:2]([CH3:8])[C:3]([O:5][CH2:6][CH3:7])=[O:4])[C:9]([O:15][CH2:16][CH3:17])=[O:14])(=[O:12])[CH3:13] |f:2.3,4.5,6.7.8|. Procedure details: Process according to claim 4 wherein ethyl chloropropionate is reacted with ethyl acetoacetate in a toluene mixture containing tricaprylyl methylammonium chloride as phase transfer agent, potassium iodide as iodide ion source, potassium carbonate, milled to below about 80 mesh as deprotonating base at 75° to 80° C. for a time sufficient to form diethyl α-acetyl-α'-methylsuccinate.